The task is: describe an organic reaction: reactants, conditions, products, and yield. This data is from the Open Reaction Database (ORD), a public repository of structured organic reaction records. Starting materials: FB(F)F, [BH4-], CCOCC, COc1ccc2c(c1)CC(=O)OC2(C)C(F)(F)F, [Na+], C1CCOC1, O. Product: COc1ccc2c(c1)CC(O)OC2(C)C(F)(F)F. Reaction SMILES: [B:26]([F:27])([F:28])[F:29].[BH4-:19].[CH2:21]([O:22][CH2:23][CH3:24])[CH3:25].[CH3:1][O:2][c:3]1[cH:4][c:5]2[c:10]([cH:11][cH:12]1)[C:9]([C:13]([F:14])([F:15])[F:16])([CH3:17])[O:8][C:7](=[O:18])[CH2:6]2.[Na+:20].[O:31]1[CH2:32][CH2:33][CH2:34][CH2:35]1.[OH2:30]>>[CH3:1][O:2][c:3]1[cH:4][c:5]2[c:10]([cH:11][cH:12]1)[C:9]([C:13]([F:14])([F:15])[F:16])([CH3:17])[O:8][CH:7]([OH:18])[CH2:6]2.